Task: describe an organic reaction: reactants, conditions, products, and yield. Dataset: the Open Reaction Database (ORD), a public repository of structured organic reaction records The reactants are CCN(CC)S(F)(F)F, ClCCl, CCOCC1(O)CCN(c2ccc(N3CC(CNC(C)=O)OC3=O)cc2F)CC1. The product is CCOCC1(F)CCN(c2ccc(N3CC(CNC(C)=O)OC3=O)cc2F)CC1. RXN SMILES: [CH2:30]([N:31]([S:32]([F:33])([F:34])[F:36])[CH2:35][CH3:37])[CH3:38].[Cl:39][CH2:40][Cl:41].[OH:1][C:2]1([CH2:26][O:27][CH2:28][CH3:29])[CH2:3][CH2:4][N:5]([c:8]2[c:9]([F:25])[cH:10][c:11]([N:14]3[C:15](=[O:24])[O:16][CH:17]([CH2:19][NH:20][C:21]([CH3:22])=[O:23])[CH2:18]3)[cH:12][cH:13]2)[CH2:6][CH2:7]1>>[C:2]1([CH2:26][O:27][CH2:28][CH3:29])([F:36])[CH2:3][CH2:4][N:5]([c:8]2[c:9]([F:25])[cH:10][c:11]([N:14]3[C:15](=[O:24])[O:16][CH:17]([CH2:19][NH:20][C:21]([CH3:22])=[O:23])[CH2:18]3)[cH:12][cH:13]2)[CH2:6][CH2:7]1. Starting materials: C(C)N(C(CN1CCN(CC1)C1=CC(=CC=2C=COC21)[N+](=O)[O-])=O)CC (N,N-diethyl-2-[4-(5-nitro-1-benzofuran-7-yl)piperazin-1-yl]acetamide), C(C)N(C(CN1CCN(CC1)C1=CC(=CC=2C=COC21)[N+](=O)[O-])=O)CC (N,N-diethyl-2-[4-(5-nitro-1-benzofuran-7-yl)piperazin-1-yl]acetamide), NC=1C=C(C2=C(C=CO2)C1)N1CCN(CC1)C(=O)OC(C)(C)C (tert-butyl 4-(5-amino-1-benzofuran-7-yl)piperazine-1-carboxylate). Product: NC=1C=C(C2=C(C=CO2)C1)N1CCN(CC1)CC(=O)N(CC)CC (2-[4-(5-Amino-1-benzofuran-7-yl)piperazin-1-yl]-N,N-diethylacetamide). RXN SMILES: [CH2:1]([N:3]([CH2:25][CH3:26])[C:4](=[O:24])[CH2:5][N:6]1[CH2:11][CH2:10][N:9]([C:12]2[C:20]3[O:19][CH:18]=[CH:17][C:16]=3[CH:15]=[C:14]([N+:21]([O-])=O)[CH:13]=2)[CH2:8][CH2:7]1)[CH3:2].NC1C=C(N2CCN(C(OC(C)(C)C)=O)CC2)C2OC=CC=2C=1>>[NH2:21][C:14]1[CH:13]=[C:12]([N:9]2[CH2:10][CH2:11][N:6]([CH2:5][C:4]([N:3]([CH2:25][CH3:26])[CH2:1][CH3:2])=[O:24])[CH2:7][CH2:8]2)[C:20]2[O:19][CH:18]=[CH:17][C:16]=2[CH:15]=1. Reported procedure: Reduction of the nitro group in N,N-diethyl-2-[4-(5-nitro-1-benzofuran-7-yl)piperazin-1-yl]acetamide (0.3 g, 0.83 mmol; Intermediate 22) was performed according to the procedure of Intermediate 10. Yield: 0.19 g (70%). This material was used in the next step without further purification. MS (ESI+) m/z 331.2 (M+H)+. Reactants: solution, [OH-].[Na+] (NaOH), S(=O)([O-])S(=O)[O-] (hydrosulfite), N(C(=O)N)CCNC1=CC=C(C=C1)[N+](=O)[O-] (para-[N-(β-ureidoethyl)]amino nitrobenzene). Conditions: temperature 60 celsius. Product: N(C(=O)N)CCNC1=CC=C(C=C1)N (N-(β-ureidoethyl) para-phenylenediamine). As a reaction SMILES: [NH:1]([CH2:5][CH2:6][NH:7][C:8]1[CH:13]=[CH:12][C:11]([N+:14]([O-])=O)=[CH:10][CH:9]=1)[C:2]([NH2:4])=[O:3].[OH-].[Na+].S(S([O-])=O)([O-])=O>>[NH:1]([CH2:5][CH2:6][NH:7][C:8]1[CH:13]=[CH:12][C:11]([NH2:14])=[CH:10][CH:9]=1)[C:2]([NH2:4])=[O:3] |f:1.2|. Procedure details: 94 g (0.42 mole) of para-[N-(β-ureidoethyl)]amino nitrobenzene is added little by little, while stirring, to 950 cm3 of a 3 N solution of NaOH containing 285 g of technical hydrosulfite, which has first been heated to 60° C. When the addition has been completed the reaction mixture is kept at 70° C until decoloration is complete. The mixture is then filtered, cooled and dried after salting out. The result is 46 g of N-(β-ureidoethyl) para-phenylenediamine which, after recrystallization in isopro... Reaction SMILES: [CH3:1][S:2]([N:5](S(C)(=O)=O)[C:6]1[CH:7]=[CH:8][C:9]([N:12]([CH2:30][C:31]2[CH:36]=[CH:35][C:34]([C:37]([F:40])([F:39])[F:38])=[CH:33][CH:32]=2)[CH2:13][CH2:14][C:15]2[CH:29]=[CH:28][C:18]([O:19][C:20]([CH3:27])([CH3:26])[C:21]([O:23]CC)=[O:22])=[CH:17][CH:16]=2)=[N:10][CH:11]=1)(=[O:4])=[O:3].[OH-].[Na+]>>[CH3:27][C:20]([O:19][C:18]1[CH:28]=[CH:29][C:15]([CH2:14][CH2:13][N:12]([C:9]2[CH:8]=[CH:7][C:6]([NH:5][S:2]([CH3:1])(=[O:4])=[O:3])=[CH:11][N:10]=2)[CH2:30][C:31]2[CH:36]=[CH:35][C:34]([C:37]([F:40])([F:38])[F:39])=[CH:33][CH:32]=2)=[CH:16][CH:17]=1)([CH3:26])[C:21]([OH:23])=[O:22] |f:1.2|. Starting materials: CS(=O)(=O)N(C=1C=CC(=NC1)N(CCC1=CC=C(OC(C(=O)OCC)(C)C)C=C1)CC1=CC=C(C=C1)C(F)(F)F)S(=O)(=O)C (Ethyl 2-[4-(2-{{5-[bis(methylsulfonyl)amino]pyridin-2-yl}[4-(trifluoromethyl)benzyl]amino}ethyl)phenoxy]-2-methylpropanoate), [OH-].[Na+] (NaOH). Yield: 64.2%. Procedure: Ethyl 2-[4-(2-{{5-[bis(methylsulfonyl)amino]pyridin-2-yl}[4-(trifluoromethyl)benzyl]amino}ethyl)phenoxy]-2-methylpropanoate (39 mg) was reacted with NaOH (17 eq) as per general procedure H. Purification by radial chromatography (1–10% methanol-dichloromethane gradient), followed by crystallization from dichloromethane-hexane afforded the title compound as a white solid (21 mg; 66% yield). The product is CC(C(=O)O)(C)OC1=CC=C(C=C1)CCN(CC1=CC=C(C=C1)C(F)(F)F)C1=NC=C(C=C1)NS(=O)(=O)C (2-Methyl-2-[4-(2-{{5-[(methylsulfonyl)amino]pyridin-2-yl}[4-(trifluoromethyl)benzyl]amino}ethyl)phenoxy]propanoic acid). Reactants: COc1ccc(C(O)CNCc2ccccc2)cc1, COc1cccc(C=O)c1, [Na+], O=C([O-])O. Yields the product COc1ccc(C(O)CN(Cc2ccccc2)Cc2cccc(OC)c2)cc1. RXN SMILES: [CH2:1]([c:2]1[cH:3][cH:4][cH:5][cH:6][cH:7]1)[NH:8][CH2:9][CH:10]([OH:11])[c:12]1[cH:13][cH:14][c:15]([O:18][CH3:19])[cH:16][cH:17]1.[CH3:20][O:21][c:22]1[cH:23][c:24]([CH:25]=[O:26])[cH:27][cH:28][cH:29]1.[Na+:34].[O-:30][C:31]([OH:32])=[O:33]>>[CH2:1]([c:2]1[cH:3][cH:4][cH:5][cH:6][cH:7]1)[N:8]([CH2:9][CH:10]([OH:11])[c:12]1[cH:13][cH:14][c:15]([O:18][CH3:19])[cH:16][cH:17]1)[CH2:25][c:24]1[cH:23][c:22]([O:21][CH3:20])[cH:29][cH:28][cH:27]1. The reactants are C(C)(=O)SCCCC(=O)N1CC2(C(CCC2=O)=O)C[C@H]1C(=O)O ((8S)-7-[4-(Acetylthio)-1-oxobutyl]-1,4-dioxo-7-azaspiro[4.4]nonane-8-carboxylic acid), N (ammonia). Yields the product SCCCC(=O)N1CC2(C(CCC2=O)=O)C[C@H]1C(=O)O ((8S)-7-(4-mercapto-1-oxobutyl)-1,4-dioxo-7-azaspiro[4.4]nonane-8-carboxylic acid). As a reaction SMILES: C([S:4][CH2:5][CH2:6][CH2:7][C:8]([N:10]1[C@H:20]([C:21]([OH:23])=[O:22])[CH2:19][C:12]2([C:16](=[O:17])[CH2:15][CH2:14][C:13]2=[O:18])[CH2:11]1)=[O:9])(=O)C.N>>[SH:4][CH2:5][CH2:6][CH2:7][C:8]([N:10]1[C@H:20]([C:21]([OH:23])=[O:22])[CH2:19][C:12]2([C:16](=[O:17])[CH2:15][CH2:14][C:13]2=[O:18])[CH2:11]1)=[O:9]. Reported procedure: The product from part (a) is hydrolyzed with concentrated ammonia according to the procedure of Example 2 to yield (8S)-7-(4-mercapto-1-oxobutyl)-1,4-dioxo-7-azaspiro[4.4]nonane-8-carboxylic acid.